Task: describe an organic reaction: reactants, conditions, products, and yield. Dataset: the Open Reaction Database (ORD), a public repository of structured organic reaction records Starting materials: CC(=O)OCS(=O)(=O)c1c(F)cc(-c2c(-c3ccccc3)noc2C)cc1F, C1CCOC1, CO, [Li+], O=S(=O)(O)NO, [OH-], O. Yields the product Cc1onc(-c2ccccc2)c1-c1cc(F)c(S(N)(=O)=O)c(F)c1. Reaction SMILES: [C:1]([O:2][CH2:3][S:6](=[O:7])(=[O:8])[c:9]1[c:10]([F:28])[cH:11][c:12](-[c:16]2[c:17](-[c:22]3[cH:23][cH:24][cH:25][cH:26][cH:27]3)[n:18][o:19][c:20]2[CH3:21])[cH:13][c:14]1[F:15])(=[O:4])[CH3:5].[CH2:37]1[O:38][CH2:39][CH2:40][CH2:41]1.[CH3:42][OH:43].[Li+:29].[NH:31]([S:32]([OH:33])(=[O:34])=[O:35])[OH:36].[OH-:30].[OH2:44]>>[S:6](=[O:7])(=[O:8])([c:9]1[c:10]([F:28])[cH:11][c:12](-[c:16]2[c:17](-[c:22]3[cH:23][cH:24][cH:25][cH:26][cH:27]3)[n:18][o:19][c:20]2[CH3:21])[cH:13][c:14]1[F:15])[NH2:31]. Reactants: C(C1=CC=CC=C1)[C@H]1N(CC[C@@H](C1)N)C(C1=CC(=CC(=C1)Cl)Cl)=O ((2R*,4S*)-2-benzyl-1-(3,5-dichlorobenzoyl)-4-piperidinamine), C1(=CC=CC=C1)N=C=O (phenyl isocyanate). Product: C(C1=CC=CC=C1)[C@H]1N(CC[C@@H](C1)NC(NC1=CC=CC=C1)=O)C(C1=CC(=CC(=C1)Cl)Cl)=O ((2R*,4S*)-2-benzyl-1-(3,5-dichlorobenzoyl)-N-phenylcarbamoyl-4-piperidinamine), foam. Yield: 60.0%. Reaction SMILES: [CH2:1]([C@@H:8]1[CH2:13][C@@H:12]([NH2:14])[CH2:11][CH2:10][N:9]1[C:15](=[O:24])[C:16]1[CH:21]=[C:20]([Cl:22])[CH:19]=[C:18]([Cl:23])[CH:17]=1)[C:2]1[CH:7]=[CH:6][CH:5]=[CH:4][CH:3]=1.[C:25]1([N:31]=[C:32]=[O:33])[CH:30]=[CH:29][CH:28]=[CH:27][CH:26]=1>>[CH2:1]([C@@H:8]1[CH2:13][C@@H:12]([NH:14][C:32](=[O:33])[NH:31][C:25]2[CH:30]=[CH:29][CH:28]=[CH:27][CH:26]=2)[CH2:11][CH2:10][N:9]1[C:15](=[O:24])[C:16]1[CH:21]=[C:20]([Cl:22])[CH:19]=[C:18]([Cl:23])[CH:17]=1)[C:2]1[CH:3]=[CH:4][CH:5]=[CH:6][CH:7]=1. Procedure: 200 mg (0.551 mmol) of (2R*,4S*)-2-benzyl-1-(3,5-dichlorobenzoyl)-4-piperidinamine are reacted with 85 mg (0.716 mmol) of phenyl isocyanate in analogy to Example 16a. The title compound ##STR97## is obtained as white foam (160 mg, 60%). TLC:tolnene/ethyl acetate (1:1) Rf =0.40, FD-MS:M+ =481, 483; IR:1600-1690 cm-1.